Dataset: the Open Reaction Database (ORD), a public repository of structured organic reaction records. Task: describe an organic reaction: reactants, conditions, products, and yield The reactants are FC=1C=C(C=CC1N1N=NN=C1)CC(=O)O ([3-fluoro-4-(1H-tetrazol-1-yl)phenyl]acetic acid), N1(CCNCC1)CCC1=CC2=C(C(OC2)=O)C=C1 (5-(2-piperazin-1-ylethyl)-2-benzofuran-1(3H)-one), C(CCl)Cl (EDC), C=1C=CC2=C(C1)N=NN2O (HOBt), TEA. The solvent is C(Cl)Cl (DCM), C(Cl)Cl (DCM). Conditions: time 8 hour. The product is FC=1C=C(C=CC1N1N=NN=C1)CC(=O)N1CCN(CC1)CCC1=CC2=C(C(OC2)=O)C=C1 (5-[2-(4-{[3-fluoro-4-(1H-tetrazol-1-yl)phenyl]acetyl}piperazin-1-yl)ethyl]-2-benzofuran-1 (3H)-one). RXN SMILES: [F:1][C:2]1[CH:3]=[C:4]([CH2:13][C:14]([OH:16])=O)[CH:5]=[CH:6][C:7]=1[N:8]1[CH:12]=[N:11][N:10]=[N:9]1.[N:17]1([CH2:23][CH2:24][C:25]2[CH:34]=[CH:33][C:28]3[C:29](=[O:32])[O:30][CH2:31][C:27]=3[CH:26]=2)[CH2:22][CH2:21][NH:20][CH2:19][CH2:18]1.C(Cl)CCl.C1C=CC2N(O)N=NC=2C=1>C(Cl)Cl>[F:1][C:2]1[CH:3]=[C:4]([CH2:13][C:14]([N:20]2[CH2:21][CH2:22][N:17]([CH2:23][CH2:24][C:25]3[CH:34]=[CH:33][C:28]4[C:29](=[O:32])[O:30][CH2:31][C:27]=4[CH:26]=3)[CH2:18][CH2:19]2)=[O:16])[CH:5]=[CH:6][C:7]=1[N:8]1[CH:12]=[N:11][N:10]=[N:9]1. Reported procedure: To a solution of [3-fluoro-4-(1H-tetrazol-1-yl)phenyl]acetic acid (0.68 mmol) in 10 mL of anhydrous DCM was added 5-(2-piperazin-1-ylethyl)-2-benzofuran-1(3H)-one (191 mg, 0.68 mmol), EDC (200 mg, 1.01 mmol), HOBt (136 mg, 1.01 mmol), TEA (341 mg, 3.38 mmol) was stirred at ambient temperature overnight. The mixture was added DCM, washed with brine, the organic layer was dried over anhydrous Na2SO4 and concentrated. The residue was purified via prep-TLC to give the title compound. 1H-NMR (400 MHz...